This data is from the Open Reaction Database (ORD), a public repository of structured organic reaction records. The task is: describe an organic reaction: reactants, conditions, products, and yield Starting materials: [C@@H]12[C@@H](CC=CC1)C(=O)OC2=O (cis-4-cyclohexene-1,2-dicarboxylic anhydride), NCCCCN1CCN(CC1)C1=NC=CC=N1 (1-(4-aminobutyl)-4-(2-pyrimidinyl)piperazine), C(CCC)O (n-butanol), Cl (hydrogen chloride). Run in C(C)(C)O (isopropanol). Product: Cl.N1=C(N=CC=C1)N1CCN(CC1)CCCCN1C(=O)C2C(CC=CC2)C1=O (N-[4-{4-(2-pyrimidinyl)-1-piperazinyl}butyl]-4-cyclohexene-1,2-dicarboximide hydrochloride). As a reaction SMILES: [C@@H:1]12[C:10](=[O:11])[O:9][C:7](=O)[C@@H:2]1[CH2:3][CH:4]=[CH:5][CH2:6]2.[NH2:12][CH2:13][CH2:14][CH2:15][CH2:16][N:17]1[CH2:22][CH2:21][N:20]([C:23]2[N:28]=[CH:27][CH:26]=[CH:25][N:24]=2)[CH2:19][CH2:18]1.C(O)CCC.[ClH:34]>C(O)(C)C>[ClH:34].[N:24]1[CH:25]=[CH:26][CH:27]=[N:28][C:23]=1[N:20]1[CH2:21][CH2:22][N:17]([CH2:16][CH2:15][CH2:14][CH2:13][N:12]2[C:10](=[O:11])[CH:1]3[CH2:6][CH:5]=[CH:4][CH2:3][CH:2]3[C:7]2=[O:9])[CH2:18][CH2:19]1 |f:5.6|. Reported procedure: A mixture of cis-4-cyclohexene-1,2-dicarboxylic anhydride (633 mg; 4.25 mmol), 1-(4-aminobutyl)-4-(2-pyrimidinyl)piperazine (1 g; 4.25 mmol) and n-butanol (10 ml) was heated under reflux for 6 hours. The solvent was removed under reduced pressure, and the residue was purified by silica gel chromatography to give an oily substance. The oily substance was treated with a mixture of 3% hydrogen chloride in isopropanol, and the precipitate was recrystallized from isopropanol to give N-[4-{4-(2-pyrimi... Starting materials: NCCCO (3-amino-1-propanol), C(C)(=O)O[BH-](OC(C)=O)OC(C)=O.[Na+] (sodium triacetoxyborohydride), ClC1=C2CNC(C2=C(C=C1)C=1N(C2=CC=C(C=C2C1)C=O)C(=O)OC(C)(C)C)=O (4-chloro-7-[1-(tert-butoxycarbonyl)-5-formylindol-2-yl]isoindolinone). Run in ClCCl (dichloromethane). The product is ClC1=C2CNC(C2=C(C=C1)C=1N(C2=CC=C(C=C2C1)CNCCCO)C(=O)OC(C)(C)C)=O (4-chloro-7-[1-(tert-butoxycarbonyl)-5-(3-hydroxypropylaminomethyl)indol-2-yl]isoindolinone). RXN SMILES: [Cl:1][C:2]1[CH:10]=[CH:9][C:8]([C:11]2[N:12]([C:22]([O:24][C:25]([CH3:28])([CH3:27])[CH3:26])=[O:23])[C:13]3[C:18]([CH:19]=2)=[CH:17][C:16]([CH:20]=O)=[CH:15][CH:14]=3)=[C:7]2[C:3]=1[CH2:4][NH:5][C:6]2=[O:29].[NH2:30][CH2:31][CH2:32][CH2:33][OH:34].C(O[BH-](OC(=O)C)OC(=O)C)(=O)C.[Na+]>ClCCl>[Cl:1][C:2]1[CH:10]=[CH:9][C:8]([C:11]2[N:12]([C:22]([O:24][C:25]([CH3:27])([CH3:26])[CH3:28])=[O:23])[C:13]3[C:18]([CH:19]=2)=[CH:17][C:16]([CH2:20][NH:30][CH2:31][CH2:32][CH2:33][OH:34])=[CH:15][CH:14]=3)=[C:7]2[C:3]=1[CH2:4][NH:5][C:6]2=[O:29] |f:2.3|. Reported procedure: In a similar manner to Step 1 of Example 56, 4-chloro-7-[1-(tert-butoxycarbonyl)-5-formylindol-2-yl]isoindolinone (20.0 mg, 0.0487 mmol) was dissolved in dichloromethane (0.5 mL). The solution was treated with 3-amino-1-propanol (0.015 mL, 0.20 mmol) and sodium triacetoxyborohydride (32 mg, 0.15 mmol) to obtain 4-chloro-7-[1-(tert-butoxycarbonyl)-5-(3-hydroxypropylaminomethyl)indol-2-yl]isoindolinone. Starting materials: Cl(=O)(=O)(=O)[O-].C(C)C1=C(SC2=C1C(=CC=C2)F)C2=[O+]C(=CC1=CC=3NC(OC3C=C21)=O)C (5-(3-ethyl-4-fluoro-1-benzothien-2-yl)-7-methyl-2-oxo-1H,2H-isochromeno[6,7-d][1,3]oxazol-6-ium perchlorate), C(C)C1=C(SC2=C1C(=CC=C2)F)C=O (3-ethyl-4-fluoro-1-benzothiophene-2-carbaldehyde), O.NN (hydrazine hydrate). Solvent: CC(C)O (2-propanol). Conditions: time 20 hour. Yields the product C(C)C1=C(SC2=C1C(=CC=C2)F)C2=NN=C(CC1=C2C=C2C(=C1)NC(O2)=O)C (5-(3-ethyl-4-fluoro-1-benzothien-2-yl)-8-methyl-1,9-dihydro-2H-[1,3]oxazolo[4,5-h][2,3]benzodiazepin-2-one). Reaction SMILES: Cl([O-])(=O)(=O)=O.[CH2:6]([C:8]1[C:12]2[C:13]([F:17])=[CH:14][CH:15]=[CH:16][C:11]=2[S:10][C:9]=1[C:18]1[C:30]2[C:22](=[CH:23][C:24]3[NH:25][C:26](=[O:31])[O:27][C:28]=3[CH:29]=2)[CH:21]=[C:20]([CH3:32])[O+]=1)[CH3:7].C(C1C2C(F)=CC=CC=2SC=1C=O)C.O.[NH2:48][NH2:49]>CC(O)C>[CH2:6]([C:8]1[C:12]2[C:13]([F:17])=[CH:14][CH:15]=[CH:16][C:11]=2[S:10][C:9]=1[C:18]1[C:30]2[CH:29]=[C:28]3[O:27][C:26](=[O:31])[NH:25][C:24]3=[CH:23][C:22]=2[CH2:21][C:20]([CH3:32])=[N:49][N:48]=1)[CH3:7] |f:0.1,3.4|. Procedure: To a suspension of 5-(3-ethyl-4-fluoro-1-benzothien-2-yl)-7-methyl-2-oxo-1H,2H-isochromeno[6,7-d][1,3]oxazol-6-ium perchlorate (51 mmol) (obtained according to Steps A and B described in Example 1 using 3-ethyl-4-fluoro-1-benzothiophene-2-carbaldehyde instead of 2-naphthaldehyde) in 2-propanol (468 mL) there is added hydrazine hydrate (6.68 mL; 133 mmol), with vigorous stirring, at ambient temperature. The reaction mixture is stirred for 20 hours at ambient temperature. The crystals obtained are... The reactants are CC(C)Cn1c(S)nc2cnc3ccccc3c21, C[O-], CO, ClCc1ccccc1, [Na+]. Yields the product CC(C)Cn1c(SCc2ccccc2)nc2cnc3ccccc3c21, Cl. Reaction SMILES: [CH2:1]([CH:2]([CH3:3])[CH3:4])[n:5]1[c:6]([SH:18])[n:7][c:8]2[cH:9][n:10][c:11]3[cH:12][cH:13][cH:14][cH:15][c:16]3[c:17]12.[CH3:19][O-:20].[CH3:30][OH:31].[Cl:22][CH2:23][c:24]1[cH:25][cH:26][cH:27][cH:28][cH:29]1.[Na+:21]>>[CH2:1]([CH:2]([CH3:3])[CH3:4])[n:5]1[c:6]([S:18][CH2:23][c:24]2[cH:25][cH:26][cH:27][cH:28][cH:29]2)[n:7][c:8]2[cH:9][n:10][c:11]3[cH:12][cH:13][cH:14][cH:15][c:16]3[c:17]12.[ClH:22]. Starting materials: ClC1=CC(=C(CN2N=CC3=CC(=CC=C23)C=C2C(N=C(S2)SCC)=O)C=C1)C(F)(F)F (5-[1-(4-Chloro-2-trifluoromethyl-benzyl)-1H-indazol-5-ylmethylene]-2-ethylsulfanyl-thiazol-4-one), OC1(CCNCC1)C(=O)O (4-Hydroxy-piperidine-4-carboxylic acid). Yields the product ClC1=CC(=C(CN2N=CC3=CC(=CC=C23)C=C2C(N=C(S2)N2CCC(CC2)(C(=O)O)O)=O)C=C1)C(F)(F)F (1-[5-({1-[4-Chloro-2-(trifluoromethyl)benzyl]-1H-indazol-5-yl}methylidene)-4-oxo-4,5-dihydro-1,3-thiazol-2-yl]-4-hydroxypiperidine-4-carboxylic acid). As a reaction SMILES: [Cl:1][C:2]1[CH:27]=[CH:26][C:5]([CH2:6][N:7]2[C:15]3[C:10](=[CH:11][C:12]([CH:16]=[C:17]4[S:21][C:20](SCC)=[N:19][C:18]4=[O:25])=[CH:13][CH:14]=3)[CH:9]=[N:8]2)=[C:4]([C:28]([F:31])([F:30])[F:29])[CH:3]=1.[OH:32][C:33]1([C:39]([OH:41])=[O:40])[CH2:38][CH2:37][NH:36][CH2:35][CH2:34]1>>[Cl:1][C:2]1[CH:27]=[CH:26][C:5]([CH2:6][N:7]2[C:15]3[C:10](=[CH:11][C:12]([CH:16]=[C:17]4[S:21][C:20]([N:36]5[CH2:37][CH2:38][C:33]([OH:32])([C:39]([OH:41])=[O:40])[CH2:34][CH2:35]5)=[N:19][C:18]4=[O:25])=[CH:13][CH:14]=3)[CH:9]=[N:8]2)=[C:4]([C:28]([F:31])([F:29])[F:30])[CH:3]=1. Reported procedure: 1-[5-({1-[4-Chloro-2-(trifluoromethyl)benzyl]-1H-indazol-5-yl}methylidene)-4-oxo-4,5-dihydro-1,3-thiazol-2-yl]-4-hydroxypiperidine-4-carboxylic acid was prepared from 5-[1-(4-Chloro-2-trifluoromethyl-benzyl)-1H-indazol-5-ylmethylene]-2-ethylsulfanyl-thiazol-4-one and 4-Hydroxy-piperidine-4-carboxylic acid following General Procedure C. Reactants: CCOC(=O)C (AcOEt), ICCCCCCCC (1-iodooctane), C(=O)([O-])[O-].[K+].[K+] (K2CO3), C(C)OC(=O)CC=1C(=C2CCNC2=C(C1C)NC(C(C)(C)C)=O)C (N-(5-Ethoxycarbonylmethyl-4,6-dimethylindolin-7-yl)-2,2-dimethylpropanamide). Solvent: CN(C)C=O (DMF). Run at temperature 50 celsius, time 2 hour. The product is C(CCCCCCC)N1CCC2=C(C(=C(C(=C12)NC(C(C)(C)C)=O)C)CC(=O)OCC)C (N-(1-Octyl-5-ethoxycarbonylmethyl-4,6-dimethylindolin-7-yl)-2,2-dimethylpropanamide). The yield is 74.8%. As a reaction SMILES: [CH2:1]([O:3][C:4]([CH2:6][C:7]1[C:8]([CH3:24])=[C:9]2[C:13](=[C:14]([NH:17][C:18](=[O:23])[C:19]([CH3:22])([CH3:21])[CH3:20])[C:15]=1[CH3:16])[NH:12][CH2:11][CH2:10]2)=[O:5])[CH3:2].I[CH2:26][CH2:27][CH2:28][CH2:29][CH2:30][CH2:31][CH2:32][CH3:33].C([O-])([O-])=O.[K+].[K+].CCOC(C)=O>CN(C=O)C>[CH2:26]([N:12]1[C:13]2[C:9](=[C:8]([CH3:24])[C:7]([CH2:6][C:4]([O:3][CH2:1][CH3:2])=[O:5])=[C:15]([CH3:16])[C:14]=2[NH:17][C:18](=[O:23])[C:19]([CH3:20])([CH3:22])[CH3:21])[CH2:10][CH2:11]1)[CH2:27][CH2:28][CH2:29][CH2:30][CH2:31][CH2:32][CH3:33] |f:2.3.4|. Reported procedure: N-(5-Ethoxycarbonylmethyl-4,6-dimethylindolin-7-yl)-2,2-dimethylpropanamide (3.5 g) was dissolved in DMF (15 ml), and 1-iodooctane (5.0 g) and K2CO3 (2.9 g) were added, which was followed by stirring under a nitrogen atmosphere at 50° C. for 2 hr. AcOEt (200 ml) was added, and the mixture was washed with water and dried over anhydrous sodium sulfate. AcOEt was evaporated under reduced pressure. The residue was purified by silica gel column chromatography (eluent: CHCl3 /MeOH=1/0 -50/1) to give 3... The reactants are ClC(Cl)Cl, COc1cc2nccc(Cl)c2cc1OC, O=C(c1ccccc1)c1ccccc1O. Reaction SMILES: [CH:31]([Cl:32])([Cl:33])[Cl:34].[Cl:1][c:2]1[cH:3][cH:4][n:5][c:6]2[cH:7][c:8]([O:14][CH3:15])[c:9]([O:12][CH3:13])[cH:10][c:11]12.[OH:16][c:17]1[c:18]([C:19](=[O:20])[c:21]2[cH:22][cH:23][cH:24][cH:25][cH:26]2)[cH:27][cH:28][cH:29][cH:30]1>>[ClH:1].[c:2]1([O:16][c:17]2[c:18]([C:19](=[O:20])[c:21]3[cH:22][cH:23][cH:24][cH:25][cH:26]3)[cH:27][cH:28][cH:29][cH:30]2)[cH:3][cH:4][n:5][c:6]2[cH:7][c:8]([O:14][CH3:15])[c:9]([O:12][CH3:13])[cH:10][c:11]12. Product: Cl, COc1cc2nccc(Oc3ccccc3C(=O)c3ccccc3)c2cc1OC.